This data is from the Open Reaction Database (ORD), a public repository of structured organic reaction records. The task is: describe an organic reaction: reactants, conditions, products, and yield The reactants are C(C)(C)N(C1=C(C=C(C=C1)C(F)(F)F)NCC1=CC=C(C(=O)OC)C=C1)S(=O)(=O)C1=CC=CC=C1 (Methyl 4-[2-(N-Isopropyl-phenylsulfonylamino)-5-trifluoromethylphenylaminomethyl]benzoate), C1(=CC=CC=C1)S(=O)(=O)NC1=C(C=C(C=C1)C(F)(F)F)NCC1=CC=C(C(=O)OC)C=C1 (methyl 4-(2-phenylsulfonylamino-5-trifluoromethylphenylaminomethyl)benzoate), [H-].[Na+] (Sodium hydride), CI (methyl iodide). Solvent: CN(C)C=O (DMF). Conditions: temperature 60 celsius, time 24 hour. The product is CN(C1=C(C=CC(=C1)C(F)(F)F)N(C(C)C)S(=O)(=O)C1=CC=CC=C1)CC1=CC=C(C(=O)OC)C=C1 (Methyl 4-[N-methyl-[2-(N-isopropyl-phenylsulfonylamino)-5-trifluoromethylphenyl]aminomethyl]benzoate). As a reaction SMILES: [CH:1]([N:4]([S:27]([C:30]1[CH:35]=[CH:34][CH:33]=[CH:32][CH:31]=1)(=[O:29])=[O:28])[C:5]1[CH:10]=[CH:9][C:8]([C:11]([F:14])([F:13])[F:12])=[CH:7][C:6]=1[NH:15][CH2:16][C:17]1[CH:26]=[CH:25][C:20]([C:21]([O:23][CH3:24])=[O:22])=[CH:19][CH:18]=1)([CH3:3])[CH3:2].[C:36]1(S(NC2C=CC(C(F)(F)F)=CC=2NCC2C=CC(C(OC)=O)=CC=2)(=O)=O)C=CC=CC=1.[H-].[Na+].CI>CN(C=O)C>[CH3:36][N:15]([CH2:16][C:17]1[CH:26]=[CH:25][C:20]([C:21]([O:23][CH3:24])=[O:22])=[CH:19][CH:18]=1)[C:6]1[CH:7]=[C:8]([C:11]([F:14])([F:13])[F:12])[CH:9]=[CH:10][C:5]=1[N:4]([S:27]([C:30]1[CH:35]=[CH:34][CH:33]=[CH:32][CH:31]=1)(=[O:29])=[O:28])[CH:1]([CH3:3])[CH3:2] |f:2.3|. Reported procedure: Methyl 4-[2-(N-Isopropyl-phenylsulfonylamino)-5-trifluoromethylphenylaminomethyl]benzoate (200 mg) prepared by the same procedure as Example 17 by using methyl 4-(2-phenylsulfonylamino-5-trifluoromethylphenylaminomethyl)benzoate (prepared in Example 27.) was dissolved in DMF (5 ml). Sodium hydride (64 mg) and methyl iodide (200 μl) were added thereto. The mixture was stirred for 24 hours at 60° C. The reaction mixture was extracted with H2O-AcOEt, washed, dried over, filtered and concentrated un... Starting materials: C(C)OC(C1=C(N=CC=C1)NC1=CC(=CC=C1)[N+](=O)[O-])=O (2-(m-nitroanilino)nicotinic acid ethyl ester), O1CCCC1 (tetrahydrofuran), [NH2-].[Na+] (sodium amide), C(C)N=C=O (ethyl isocyanate). Run in O (water). Reported procedure: To a solution of 5.7 g of 2-(m-nitroanilino)nicotinic acid ethyl ester and 50 ml of dry tetrahydrofuran was added 1.1 g of sodium amide and the solution was stirred for one hour. To this was added dropwise under cooling 2.9 g of ethyl isocyanate and this mixture was reacted at 60°C for 10 hours. After the reaction was complete, the solvent was distilled off from the mixture, and to the residue obtained was added water to precipitate a crude product. This product was collected by filtration and r... Conditions: time 1 hour. Isolated yield 54.9%. Yields the product [N+](=O)([O-])C=1C=C(C=CC1)N1C(N(C(C2=C1N=CC=C2)=O)CC)=O (1-(m-nitrophenyl)-3-ethylpyrido[2,3-d]pyrimidine-2,4(1H,3H)-dione). RXN SMILES: C(O[C:4](=[O:21])[C:5]1[CH:10]=[CH:9][CH:8]=[N:7][C:6]=1[NH:11][C:12]1[CH:17]=[CH:16][CH:15]=[C:14]([N+:18]([O-:20])=[O:19])[CH:13]=1)C.O1CCCC1.[NH2-].[Na+].[CH2:29]([N:31]=[C:32]=[O:33])[CH3:30]>O>[N+:18]([C:14]1[CH:13]=[C:12]([N:11]2[C:6]3[N:7]=[CH:8][CH:9]=[CH:10][C:5]=3[C:4](=[O:21])[N:31]([CH2:29][CH3:30])[C:32]2=[O:33])[CH:17]=[CH:16][CH:15]=1)([O-:20])=[O:19] |f:2.3|. Starting materials: C(C)(C)(C)P(C(C)(C)C)C(C)(C)C (tri-tert-butylphosphine), BrC=1C=C(C=CC1F)N1C=NC=2C(N(C=CC21)C)=O (1-(3-Bromo-4-fluorophenyl)-5-methyl-1,5-dihydroimidazo[4,5-c]pyridin-4-one), FC1=CC(=C(C#N)C=C1)B1OC(C(O1)(C)C)(C)C (4-fluoro-2-(4,4,5,5-tetramethyl-[1,3,2]dioxaborolan-2-yl)benzonitrile), P(=O)([O-])([O-])[O-].[K+].[K+].[K+] (potassium phosphate). The reagents and catalysts are C=1C=CC(=CC1)/C=C/C(=O)/C=C/C2=CC=CC=C2.C=1C=CC(=CC1)/C=C/C(=O)/C=C/C2=CC=CC=C2.C=1C=CC(=CC1)/C=C/C(=O)/C=C/C2=CC=CC=C2.[Pd].[Pd] (tris(dibenzylideneacetone)-dipalladium(0)), O (water). Run in hexanes, O1CCOCC1 (1,4-dioxane). Run at temperature 70 celsius. Yields the product FC1=CC=C(C(=C1)C1=C(C=CC(=C1)N1C=NC=2C(N(C=CC21)C)=O)F)C#N (5,2′-difluoro-5′-(5-methyl-4-oxo-4,5-dihydroimidazo[4,5-c]pyridin-1-yl)biphenyl-2-carbonitrile). Yield: 58.4%. As a reaction SMILES: Br[C:2]1[CH:3]=[C:4]([N:9]2[C:17]3[CH:16]=[CH:15][N:14]([CH3:18])[C:13](=[O:19])[C:12]=3[N:11]=[CH:10]2)[CH:5]=[CH:6][C:7]=1[F:8].[F:20][C:21]1[CH:28]=[CH:27][C:24]([C:25]#[N:26])=[C:23](B2OC(C)(C)C(C)(C)O2)[CH:22]=1.P([O-])([O-])([O-])=O.[K+].[K+].[K+].C(P(C(C)(C)C)C(C)(C)C)(C)(C)C>O.C1C=CC(/C=C/C(/C=C/C2C=CC=CC=2)=O)=CC=1.C1C=CC(/C=C/C(/C=C/C2C=CC=CC=2)=O)=CC=1.C1C=CC(/C=C/C(/C=C/C2C=CC=CC=2)=O)=CC=1.[Pd].[Pd].O1CCOCC1>[F:20][C:21]1[CH:28]=[C:27]([C:2]2[CH:3]=[C:4]([N:9]3[C:17]4[CH:16]=[CH:15][N:14]([CH3:18])[C:13](=[O:19])[C:12]=4[N:11]=[CH:10]3)[CH:5]=[CH:6][C:7]=2[F:8])[C:24]([C:25]#[N:26])=[CH:23][CH:22]=1 |f:2.3.4.5,8.9.10.11.12|. Reported procedure: 1-(3-Bromo-4-fluorophenyl)-5-methyl-1,5-dihydroimidazo[4,5-c]pyridin-4-one (0.64 g, 2.0 mmol), 4-fluoro-2-(4,4,5,5-tetramethyl-[1,3,2]dioxaborolan-2-yl)benzonitrile (0.99 g, 4.0 mmol) and potassium phosphate (0.68 g, 3.2 mmol) were placed in a flask with 1,4-dioxane (3 ml), and water (2 drops) was added. The mixture was degassed with nitrogen for 15 min before adding tris(dibenzylideneacetone)-dipalladium(0) (90 mg, 0.10 mmol) and tri-tert-butylphosphine (10% wt in hexanes, 0.20 ml, 0.10 mmol). ... Reactants: CCO, CC(=O)C(C)(C)C, CO, O=Cc1ccc(Cl)cc1, [GeH4], [Na+], [OH-]. Yields the product CC(C)(C)C(=O)C=Cc1ccc(Cl)cc1. RXN SMILES: [CH2:20]([OH:21])[CH3:22].[CH3:11][C:12]([C:13]([CH3:14])([CH3:15])[CH3:16])=[O:17].[CH3:23][OH:24].[Cl:2][c:3]1[cH:4][cH:5][c:6]([CH:7]=[O:8])[cH:9][cH:10]1.[GeH4:1].[Na+:19].[OH-:18]>>[Cl:2][c:3]1[cH:4][cH:5][c:6]([CH:7]=[CH:11][C:12]([C:13]([CH3:14])([CH3:15])[CH3:16])=[O:17])[cH:9][cH:10]1. Reactants: C(C1=CC=CC=C1)OC(=O)N[C@@H](CCCNC(N)=N)C(=O)O ((S)-N2-(benzyloxycarbonyl)-arginine), C1(CCCCC1)S(=O)(=O)Cl (cyclohexanesulphonyl chloride), N1CCCC1 (pyrrolidine). Yields the product Cl.N=C(NCCC[C@H](N)C(=O)N1CCCC1)NS(=O)(=O)C1CCCCC1 ((S)-1-[N5-{(Imino)-(cyclohexylsulphonylamino)methyl}-ornithyl]-pyrrolidine Hydrochloride). As a reaction SMILES: C(OC([NH:11][C@H:12]([C:20]([OH:22])=O)[CH2:13][CH2:14][CH2:15][NH:16][C:17](=[NH:19])[NH2:18])=O)C1C=CC=CC=1.[CH:23]1([S:29]([Cl:32])(=[O:31])=[O:30])[CH2:28][CH2:27][CH2:26][CH2:25][CH2:24]1.[NH:33]1[CH2:37][CH2:36][CH2:35][CH2:34]1>>[ClH:32].[NH:19]=[C:17]([NH:18][S:29]([CH:23]1[CH2:28][CH2:27][CH2:26][CH2:25][CH2:24]1)(=[O:31])=[O:30])[NH:16][CH2:15][CH2:14][CH2:13][C@@H:12]([C:20]([N:33]1[CH2:37][CH2:36][CH2:35][CH2:34]1)=[O:22])[NH2:11] |f:3.4|. Procedure details: Starting from (S)-N2-(benzyloxycarbonyl)-arginine, cyclohexanesulphonyl chloride and pyrrolidine, the expected product is obtained according to the procedure described in Example 1. Starting materials: CN(C)c1ccc(-c2cccc(C(=O)CC(=O)Nc3cc(C(F)(F)F)c(OCC(F)(F)F)cc3NC(=O)OC(C)(C)C)c2)cn1, ClCCl, O=C(O)C(F)(F)F. Product: CN(C)c1ccc(-c2cccc(C3=Nc4cc(OCC(F)(F)F)c(C(F)(F)F)cc4NC(=O)C3)c2)cn1. Reaction SMILES: [C:1]([O:2][C:3](=[O:4])[NH:7][c:8]1[c:9]([NH:24][C:25]([CH2:26][C:27](=[O:5])[c:29]2[cH:30][c:31](-[c:35]3[cH:36][n:37][c:38]([N:41]([CH3:42])[CH3:43])[cH:39][cH:40]3)[cH:32][cH:33][cH:34]2)=[O:44])[cH:10][c:11]([C:20]([F:21])([F:22])[F:23])[c:12]([O:14][CH2:15][C:16]([F:17])([F:18])[F:19])[cH:13]1)([CH3:6])([CH3:28])[CH3:45].[Cl:53][CH2:54][Cl:55].[F:46][C:47]([F:48])([F:49])[C:50]([OH:51])=[O:52]>>[N:7]1=[C:27]([c:29]2[cH:30][c:31](-[c:35]3[cH:36][n:37][c:38]([N:41]([CH3:42])[CH3:43])[cH:39][cH:40]3)[cH:32][cH:33][cH:34]2)[CH2:26][C:25](=[O:44])[NH:24][c:9]2[c:8]1[cH:13][c:12]([O:14][CH2:15][C:16]([F:17])([F:18])[F:19])[c:11]([C:20]([F:21])([F:22])[F:23])[cH:10]2. The reactants are C1C(CCCCCCCCCCCCCC)O1 (1-hexadecene oxide), NCCCCCCN (hexamethylenediamine). The product is C(CCCCCNCC(CCCCCCCCCCCCCC)O)NCC(CCCCCCCCCCCCCC)O (N,N'-(1,6-hexylene)-bis[2-hydroxyhexadecylamine]). RXN SMILES: [CH2:1]1[O:17][CH:2]1[CH2:3][CH2:4][CH2:5][CH2:6][CH2:7][CH2:8][CH2:9][CH2:10][CH2:11][CH2:12][CH2:13][CH2:14][CH2:15][CH3:16].[NH2:18][CH2:19][CH2:20][CH2:21][CH2:22][CH2:23][CH2:24][NH2:25]>>[CH2:24]([NH:25][CH2:1][CH:2]([OH:17])[CH2:3][CH2:4][CH2:5][CH2:6][CH2:7][CH2:8][CH2:9][CH2:10][CH2:11][CH2:12][CH2:13][CH2:14][CH2:15][CH3:16])[CH2:23][CH2:22][CH2:21][CH2:20][CH2:19][NH:18][CH2:1][CH:2]([OH:17])[CH2:3][CH2:4][CH2:5][CH2:6][CH2:7][CH2:8][CH2:9][CH2:10][CH2:11][CH2:12][CH2:13][CH2:14][CH2:15][CH3:16]. Procedure details: Condensation of 1-hexadecene oxide and hexamethylenediamine affords N,N'-(1,6-hexylene)-bis[2-hydroxyhexadecylamine] (I: R = CH3 (CH2)13, R' = H, X = (CH2)6, Z = H). Starting materials: ClC=1C(=C(C=CC1)C1NCC(C1(C#N)C1=C(C=C(C=C1)Cl)F)CC(C)(C)C)F (rac-(2S,3S,4S)-2-(3-chloro-2-fluoro-phenyl)-3-(4-chloro-2-fluoro-phenyl)-4-(2,2-dimethyl-propyl)-pyrrolidine-3-carbonitrile), N(=C=O)C1=C(C(=O)OC)C=CC=C1 (methyl 2-isocyanatobenzoate). Solvent: C(Cl)Cl (CH2Cl2). Run at time 18 hour. Yields the product COC(C1=C(C=CC=C1)NC(=O)N1[C@@H]([C@@]([C@@H](C1)CC(C)(C)C)(C#N)C1=C(C=C(C=C1)Cl)F)C1=C(C(=CC=C1)Cl)F)=O (rac-2-{[(2S,3S,4S)-2-(3-chloro-2-fluoro-phenyl)-3-(4-chloro-2-fluoro-phenyl)-3-cyano-4-(2,2-dimethyl-propyl)-pyrrolidine-1-carbonyl]-amino}-benzoic acid methyl ester). Isolated yield 68.1%. RXN SMILES: [Cl:1][C:2]1[C:3]([F:28])=[C:4]([CH:8]2[C:12]([C:15]3[CH:20]=[CH:19][C:18]([Cl:21])=[CH:17][C:16]=3[F:22])([C:13]#[N:14])[CH:11]([CH2:23][C:24]([CH3:27])([CH3:26])[CH3:25])[CH2:10][NH:9]2)[CH:5]=[CH:6][CH:7]=1.[N:29]([C:32]1[CH:41]=[CH:40][CH:39]=[CH:38][C:33]=1[C:34]([O:36][CH3:37])=[O:35])=[C:30]=[O:31]>C(Cl)Cl>[CH3:37][O:36][C:34](=[O:35])[C:33]1[CH:38]=[CH:39][CH:40]=[CH:41][C:32]=1[NH:29][C:30]([N:9]1[CH2:10][C@@H:11]([CH2:23][C:24]([CH3:25])([CH3:27])[CH3:26])[C@@:12]([C:15]2[CH:20]=[CH:19][C:18]([Cl:21])=[CH:17][C:16]=2[F:22])([C:13]#[N:14])[C@H:8]1[C:4]1[CH:5]=[CH:6][CH:7]=[C:2]([Cl:1])[C:3]=1[F:28])=[O:31]. Reported procedure: A mixture of rac-(2S,3S,4S)-2-(3-chloro-2-fluoro-phenyl)-3-(4-chloro-2-fluoro-phenyl)-4-(2,2-dimethyl-propyl)-pyrrolidine-3-carbonitrile (70.3 mg, 0.166 mmol) and methyl 2-isocyanatobenzoate (Aldrich, 150.7 mg, 0.851 mmol) in CH2Cl2 (9 mL) was stirred at rt for 18 hrs. The reaction mixture was then concentrated and purified by flash column to give rac-2-{[(2S,3S,4S)-2-(3-chloro-2-fluoro-phenyl)-3-(4-chloro-2-fluoro-phenyl)-3-cyano-4-(2,2-dimethyl-propyl)-pyrrolidine-1-carbonyl]-amino}-benzoic ac...